Dataset: the Open Reaction Database (ORD), a public repository of structured organic reaction records. Task: describe an organic reaction: reactants, conditions, products, and yield Reactants: C1=CC=CC2=C(C3=CC=CC=C3C(=C12)C=O)C=O (9,10-anthracenedicarboxaldehyde), N(N)C1=NC=CC=C1 (2-hydrazinopyridine). Reagents/catalysts: C(C)(=O)O (acetic acid). Solvent: C(C)O (ethanol). Yields the product N1=C(C=CC=C1)NN=CC=1C2=CC=CC=C2C(=C2C=CC=CC12)C=NNC1=NC=CC=C1 (9,10-Anthracenedicarboxaldehyde bis(2-pyridylhydrazone)). Reaction SMILES: [CH:1]1[C:14]2[C:5](=[C:6]([CH:17]=O)[C:7]3[C:12]([C:13]=2[CH:15]=O)=[CH:11][CH:10]=[CH:9][CH:8]=3)[CH:4]=[CH:3][CH:2]=1.[NH:19]([C:21]1[CH:26]=[CH:25][CH:24]=[CH:23][N:22]=1)[NH2:20]>C(O)(=O)C.C(O)C>[N:22]1[CH:23]=[CH:24][CH:25]=[CH:26][C:21]=1[NH:19][N:20]=[CH:15][C:13]1[C:14]2[C:5]([C:6]([CH:17]=[N:20][NH:19][C:21]3[CH:26]=[CH:25][CH:24]=[CH:23][N:22]=3)=[C:7]3[C:12]=1[CH:11]=[CH:10][CH:9]=[CH:8]3)=[CH:4][CH:3]=[CH:2][CH:1]=2. Procedure: A suspension of 4.68 g. of 9,10-anthracenedicarboxaldehyde in 200 ml. of ethanol containing 4.37 g. of 2-hydrazinopyridine and 2 drops of acetic acid is stirred and heated under reflux for two hours, then allowed to cool. Collection by filtration and washing with ethanol gives the desired product as an orange solid, which sinters from 267° C. to 272° C. (dec.). Reactants: CCCCCCCOc1ccc(-c2ccc(CCCO)cc2)cc1, CCOCC, ClCCl, O=[Cr](=O)([O-])Cl, c1cc[nH+]cc1. The product is CCCCCCCOc1ccc(-c2ccc(CCC=O)cc2)cc1. As a reaction SMILES: [CH2:1]([CH2:2][CH2:3][CH2:4][CH2:5][CH2:6][CH3:7])[O:8][c:9]1[cH:10][cH:11][c:12](-[c:15]2[cH:16][cH:17][c:18]([CH2:21][CH2:22][CH2:23][OH:24])[cH:19][cH:20]2)[cH:13][cH:14]1.[CH3:36][CH2:37][O:38][CH2:39][CH3:40].[Cl:41][CH2:42][Cl:43].[O:25]=[Cr:26]([Cl:27])([O-:28])=[O:29].[nH+:30]1[cH:31][cH:32][cH:33][cH:34][cH:35]1>>[CH2:1]([CH2:2][CH2:3][CH2:4][CH2:5][CH2:6][CH3:7])[O:8][c:9]1[cH:10][cH:11][c:12](-[c:15]2[cH:16][cH:17][c:18]([CH2:21][CH2:22][CH:23]=[O:24])[cH:19][cH:20]2)[cH:13][cH:14]1. The reactants are Fc1ccc(Br)c(-n2cccn2)c1, N#C[Cu], CN(C)C=O. The product is N#Cc1ccc(F)cc1-n1cccn1. Reaction SMILES: [Br:4][c:5]1[c:6](-[n:12]2[n:13][cH:14][cH:15][cH:16]2)[cH:7][c:8]([F:11])[cH:9][cH:10]1.[Cu:1][C:2]#[N:3].[O:17]=[CH:18][N:19]([CH3:20])[CH3:21]>>[C:2](#[N:3])[c:5]1[c:6](-[n:12]2[n:13][cH:14][cH:15][cH:16]2)[cH:7][c:8]([F:11])[cH:9][cH:10]1. The reactants are ICCCOC (1-iodo-3-methoxypropane), BrC1=CC(NC=C1)=O (4-bromo-1H-pyridin-2-one). Reagents/catalysts: C([O-])([O-])=O.[Ag+2] (silver carbonate). Solvent: C1=CC=CC=C1 (benzene). Reaction conditions: temperature 45 celsius. Product: BrC1=CC(=NC=C1)OCCCOC (4-Bromo-2-(3-methoxypropoxy)pyridine). RXN SMILES: I[CH2:2][CH2:3][CH2:4][O:5][CH3:6].[Br:7][C:8]1[CH:13]=[CH:12][NH:11][C:10](=[O:14])[CH:9]=1>C1C=CC=CC=1.C(=O)([O-])[O-].[Ag+2]>[Br:7][C:8]1[CH:13]=[CH:12][N:11]=[C:10]([O:14][CH2:2][CH2:3][CH2:4][O:5][CH3:6])[CH:9]=1 |f:3.4|. Procedure details: 11 mmol of silver carbonate and 20 mmol of 1-iodo-3-methoxypropane [61542-10-7] are added under an argon atmosphere to a solution of 21 mmol of 4-bromo-1H-pyridin-2-one [36953-37-4] in 30 ml of benzene. The reaction mixture is heated to 45° C. with exclusion of light for 2 days. The mixture is cooled to room temperature and filtered through Hyflo. The filtercake is washed with benzene and with saturated aqueous sodium hydrogencarbonate solution. The phases of the filtrate are separated and the a... Reactants: CCC(C(OC(C)=O)C(=O)NC1CC1)N(Cc1ccccc1)Cc1ccccc1, CCC(C=O)N(Cc1ccccc1)Cc1ccccc1. Yields the product CCCC(C(OC(C)=O)C(=O)NC1CC1)N(Cc1ccccc1)Cc1ccccc1. RXN SMILES: [C:21]([CH3:22])(=[O:23])[O:24][CH:25]([C:26](=[O:27])[NH:28][CH:29]1[CH2:30][CH2:31]1)[CH:32]([CH2:33][CH3:34])[N:35]([CH2:36][c:37]1[cH:38][cH:39][cH:40][cH:41][cH:42]1)[CH2:43][c:44]1[cH:45][cH:46][cH:47][cH:48][cH:49]1.[CH2:1]([N:2]([CH2:3][c:4]1[cH:5][cH:6][cH:7][cH:8][cH:9]1)[CH:10]([CH2:11][CH3:12])[CH:13]=[O:14])[c:15]1[cH:16][cH:17][cH:18][cH:19][cH:20]1>>[CH3:1][CH2:34][CH2:33][CH:32]([CH:25]([O:24][C:21]([CH3:22])=[O:23])[C:26](=[O:27])[NH:28][CH:29]1[CH2:30][CH2:31]1)[N:35]([CH2:36][c:37]1[cH:38][cH:39][cH:40][cH:41][cH:42]1)[CH2:43][c:44]1[cH:45][cH:46][cH:47][cH:48][cH:49]1.